This data is from the Open Reaction Database (ORD), a public repository of structured organic reaction records. The task is: describe an organic reaction: reactants, conditions, products, and yield The reactants are COc1cc(OC)nc(S(C)(=O)=O)n1, CN(C)C=O, CCOC(C)=O, [Cl-], O=C(O)c1c(S)cccc1Cl, Cl, [H-], [Na+], [Na+], O. Product: COc1cc(OC)nc(Sc2cccc(Cl)c2C(=O)O)n1. As a reaction SMILES: [CH3:14][O:15][c:16]1[n:17][c:18]([S:24]([CH3:25])(=[O:26])=[O:27])[n:19][c:20]([O:22][CH3:23])[cH:21]1.[CH3:31][N:32]([CH3:33])[CH:34]=[O:35].[CH3:36][CH2:37][O:38][C:39](=[O:40])[CH3:41].[Cl-:29].[Cl:1][c:2]1[cH:3][cH:4][cH:5][c:6]([SH:11])[c:7]1[C:8](=[O:9])[OH:10].[ClH:30].[H-:12].[Na+:13].[Na+:28].[OH2:42]>>[Cl:1][c:2]1[cH:3][cH:4][cH:5][c:6]([S:11][c:18]2[n:17][c:16]([O:15][CH3:14])[cH:21][c:20]([O:22][CH3:23])[n:19]2)[c:7]1[C:8](=[O:9])[OH:10]. Starting materials: C(C)OCC1(CCN(CC1)C(=O)OC(C)(C)C)O (tert-butyl 4-(ethoxymethyl)-4-hydroxypiperidine-1-carboxylate), C(=O)(C(F)(F)F)O (TFA). The solvent is C(Cl)Cl (DCM). Conditions: time 0.5 hour. The product is C(C)OCC1(CCNCC1)O (4-(ethoxymethyl)piperidin-4-ol). RXN SMILES: [CH2:1]([O:3][CH2:4][C:5]1([OH:18])[CH2:10][CH2:9][N:8](C(OC(C)(C)C)=O)[CH2:7][CH2:6]1)[CH3:2].C(O)(C(F)(F)F)=O>C(Cl)Cl>[CH2:1]([O:3][CH2:4][C:5]1([OH:18])[CH2:6][CH2:7][NH:8][CH2:9][CH2:10]1)[CH3:2]. Procedure details: To a solution of tert-butyl 4-(ethoxymethyl)-4-hydroxypiperidine-1-carboxylate (9C, 1 eq.) in DCM was added TFA (10 eq.). The mixture was stirred at r.t. for 0.5 hr, when TLC showed that s.m. was consumed. The mixture was concentrated to give the crude product which was used to the next step without further purification. LC-MS: m/z 160.2 (M+H)+ Reactants: CCN(C(C)C)C(C)C, ClCCl, COC(=O)c1ccc2c(c1)C(N)CC2, CCOC(C)=O, O=S(=O)(Cl)c1cccc(Cl)c1Cl, Cl. The product is COC(=O)c1ccc2c(c1)C(NS(=O)(=O)c1cccc(Cl)c1Cl)CC2. As a reaction SMILES: [CH2:1]([N:2]([CH:3]([CH3:4])[CH3:5])[CH:6]([CH3:7])[CH3:8])[CH3:9].[CH2:37]([Cl:38])[Cl:39].[CH3:23][O:24][C:25](=[O:26])[c:27]1[cH:28][c:29]2[c:33]([cH:34][cH:35]1)[CH2:32][CH2:31][CH:30]2[NH2:36].[CH3:40][CH2:41][O:42][C:43](=[O:44])[CH3:45].[Cl:10][c:11]1[c:12]([S:18](=[O:19])(=[O:20])[Cl:21])[cH:13][cH:14][cH:15][c:16]1[Cl:17].[ClH:22]>>[Cl:10][c:11]1[c:12]([S:18](=[O:19])(=[O:20])[NH:36][CH:30]2[c:29]3[cH:28][c:27]([C:25]([O:24][CH3:23])=[O:26])[cH:35][cH:34][c:33]3[CH2:32][CH2:31]2)[cH:13][cH:14][cH:15][c:16]1[Cl:17]. Reactants: CCOC(C)=O, O=C(Cl)Cl, Nc1ncc(Br)s1. Product: O=C=Nc1ncc(Br)s1. As a reaction SMILES: [CH3:12][CH2:13][O:14][C:15](=[O:16])[CH3:17].[Cl:8][C:9]([Cl:10])=[O:11].[NH2:1][c:2]1[s:3][c:4]([Br:7])[cH:5][n:6]1>>[N:1]([c:2]1[s:3][c:4]([Br:7])[cH:5][n:6]1)=[C:9]=[O:11]. Starting materials: Cl.BrC=1C=C(C=CC1)NN (3-bromophenylhydrazine hydrochloride), product, C(C)OC(C(C(C)=O)C(C)=O)=O (2-acetyl-3-oxo-butyric acid ethyl ester), N1=CC=CC=C1 (pyridine). Solvent: C(C)O (ethanol). Product: C(C)OC(=O)C=1C(=NN(C1C)C1=CC(=CC=C1)Br)C (1-(3-bromophenyl)-3,5-dimethyl-1H-pyrazole-4-carboxylic acid ethyl ester). Reaction SMILES: Cl.[Br:2][C:3]1[CH:4]=[C:5]([NH:9][NH2:10])[CH:6]=[CH:7][CH:8]=1.[CH2:11]([O:13][C:14](=[O:22])[CH:15]([C:19](=O)[CH3:20])[C:16](=O)[CH3:17])[CH3:12].N1C=CC=CC=1>C(O)C>[CH2:11]([O:13][C:14]([C:15]1[C:16]([CH3:17])=[N:10][N:9]([C:5]2[CH:6]=[CH:7][CH:8]=[C:3]([Br:2])[CH:4]=2)[C:19]=1[CH3:20])=[O:22])[CH3:12] |f:0.1|. Reported procedure: Similar to Example 1, equimolar amounts of 3-bromophenylhydrazine hydrochloride and 2-acetyl-3-oxo-butyric acid ethyl ester were combined in a solution of 50% pyridine in ethanol. Analysis showed that the resulting solid was the named product (m.p. 34° C.–35° C.).